Dataset: the Open Reaction Database (ORD), a public repository of structured organic reaction records. Task: describe an organic reaction: reactants, conditions, products, and yield Reactants: CC#CCOc1ccc(S(=O)(=O)C2(C(=O)OC)CCN(S(=O)(=O)c3ccc(OC)cc3)CC2)cc1, CO, [Na+], C1CCOC1, [OH-]. The product is CC#CCOc1ccc(S(=O)(=O)C2(C(=O)O)CCN(S(=O)(=O)c3ccc(OC)cc3)CC2)cc1. RXN SMILES: [CH2:1]([C:2]#[C:3][CH3:4])[O:5][c:6]1[cH:7][cH:8][c:9]([S:12](=[O:13])(=[O:14])[C:15]2([C:32](=[O:33])[O:34][CH3:35])[CH2:16][CH2:17][N:18]([S:21](=[O:22])(=[O:23])[c:24]3[cH:25][cH:26][c:27]([O:30][CH3:31])[cH:28][cH:29]3)[CH2:19][CH2:20]2)[cH:10][cH:11]1.[CH3:38][OH:39].[Na+:37].[O:40]1[CH2:41][CH2:42][CH2:43][CH2:44]1.[OH-:36]>>[CH2:1]([C:2]#[C:3][CH3:4])[O:5][c:6]1[cH:7][cH:8][c:9]([S:12](=[O:13])(=[O:14])[C:15]2([C:32](=[O:33])[OH:34])[CH2:16][CH2:17][N:18]([S:21](=[O:22])(=[O:23])[c:24]3[cH:25][cH:26][c:27]([O:30][CH3:31])[cH:28][cH:29]3)[CH2:19][CH2:20]2)[cH:10][cH:11]1.